From a dataset of the Open Reaction Database (ORD), a public repository of structured organic reaction records. describe an organic reaction: reactants, conditions, products, and yield Starting materials: COC=1C=C(C=O)C=CC1 (m-methoxybenzaldehyde), N1C(=O)NC(=O)C1 (hydantoin), C(O)CN (monoethanolamine). Solvent: O (water). Yields the product COC=1C=C(C=C2C(NC(N2)=O)=O)C=CC1 (5-(3'-Methoxybenzal) hydantoin). The yield is 79.9%. Reaction SMILES: [CH3:1][O:2][C:3]1[CH:4]=[C:5]([CH:8]=[CH:9][CH:10]=1)[CH:6]=O.[NH:11]1[CH2:17][C:15](=[O:16])[NH:14][C:12]1=[O:13].C(CN)O>O>[CH3:1][O:2][C:3]1[CH:4]=[C:5]([CH:8]=[CH:9][CH:10]=1)[CH:6]=[C:17]1[NH:11][C:12](=[O:13])[NH:14][C:15]1=[O:16]. Procedure: A mixture of m-methoxybenzaldehyde (2.00 g., 14.7 mmoles) and hydantoin (1.47 g.) in water (12 ml) was heated to 70°; monoethanolamine (1.35 g., 1.5 molar ratio) was then added and the mixture was heated in an oil bath at 90°-92° for 4 hours with magnetic stirring. Isolation in the usual manner gave the title compound as a beige solid (2.56 g.), m.p. 229°-231°.